From a dataset of the Open Reaction Database (ORD), a public repository of structured organic reaction records. describe an organic reaction: reactants, conditions, products, and yield The reactants are CC(C)(C)NS(=O)(=O)c1cnc(Cl)s1, CCCC[Sn](CCCC)(CCCC)c1cn(-c2cc(C(F)(F)F)cc(-c3ccc(C(F)(F)F)cc3)n2)cn1, CCCCCCC, Cc1ccccc1. The product is CC(C)(C)NS(=O)(=O)c1cnc(-c2cn(-c3cc(C(F)(F)F)cc(-c4ccc(C(F)(F)F)cc4)n3)cn2)s1. RXN SMILES: [C:39]([CH3:40])([CH3:41])([CH3:42])[NH:43][S:44](=[O:45])(=[O:46])[c:47]1[cH:48][n:49][c:50]([Cl:52])[s:51]1.[CH2:1]([Sn:2]([CH2:3][CH2:4][CH2:5][CH3:31])([c:6]1[n:7][cH:8][n:9](-[c:11]2[n:12][c:13](-[c:21]3[cH:22][cH:23][c:24]([C:27]([F:28])([F:29])[F:30])[cH:25][cH:26]3)[cH:14][c:15]([C:17]([F:18])([F:19])[F:20])[cH:16]2)[cH:10]1)[CH2:32][CH2:33][CH2:34][CH3:35])[CH2:36][CH2:37][CH3:38].[CH3:53][CH2:54][CH2:55][CH2:56][CH2:57][CH2:58][CH3:59].[CH3:60][c:61]1[cH:62][cH:63][cH:64][cH:65][cH:66]1>>[c:6]1(-[c:50]2[n:49][cH:48][c:47]([S:44]([NH:43][C:39]([CH3:40])([CH3:41])[CH3:42])(=[O:45])=[O:46])[s:51]2)[n:7][cH:8][n:9](-[c:11]2[n:12][c:13](-[c:21]3[cH:22][cH:23][c:24]([C:27]([F:28])([F:29])[F:30])[cH:25][cH:26]3)[cH:14][c:15]([C:17]([F:18])([F:19])[F:20])[cH:16]2)[cH:10]1. Starting materials: C(C1=CC=CC=C1)(=O)C1=C(C(=O)O)C=CC=C1 (2-benzoylbenzoic acid), COC1=CC=C(C=C1)O (4-methoxyphenol). Yields the product C(C1=CC=CC=C1)(=O)C1=CC=CC=C1.C(C(=C)C)(=O)O (methacrylate benzophenone). RXN SMILES: [C:1]([C:9]1[CH:17]=[CH:16][CH:15]=[CH:14][C:10]=1[C:11]([OH:13])=[O:12])(=[O:8])[C:2]1[CH:7]=[CH:6][CH:5]=[CH:4][CH:3]=1.COC1C=CC(O)=CC=1>>[C:1]([C:9]1[CH:17]=[CH:16][CH:15]=[CH:14][CH:10]=1)(=[O:8])[C:2]1[CH:7]=[CH:6][CH:5]=[CH:4][CH:3]=1.[C:11]([OH:13])(=[O:12])[C:10]([CH3:14])=[CH2:9] |f:2.3|. Procedure: For comparison, a monofunctional methacrylate benzophenone was prepared. 2-benzoylbenzoic acid (113.2 g) and 4-methoxyphenol (0.06 g) were heated to 130° C. in a three-neck flask to melt, then air sparge was applied and glycidyl methacrylate (77.5 g) and benzyltriethylammonium chloride (0.20 g) were added under stirring. The reaction mixture was stirred at 120° C. for 21/2 hrs. A viscous resin was obtained. The reactants are C(C)(=O)O.NC(C(=O)N)C(=O)C1=CNC2=CC=CC=C12 (2-Amino-3-(3-indolyl)-3-oxopropionamide acetic acid salt), C(C)N(C(C)C)C(C)C (ethyldiisopropylamine), C(C)OC(=O)N1C=C(C2=CC=CC=C12)C(=O)N=[N+]=[N-] (3-azidocarbonyi-indole-1-carboxylic acid ethyl ester). The solvent is C1CCOC1 (THF), C1=CC=CC=C1 (benzene), C1=CC=CC=C1 (benzene). The product is C(N)(=O)C(C(=O)C1=CNC2=CC=CC=C12)NC(NC1=CN(C2=CC=CC=C12)C(=O)OCC)=O (3-{3-[1-Carbamoyl-2-(3-indolyl)-2-oxoethyl]-ureido}-1-(ethoxycarbonyl)-indole). As a reaction SMILES: [CH2:1]([O:3][C:4]([N:6]1[C:14]2[C:9](=[CH:10][CH:11]=[CH:12][CH:13]=2)[C:8](C(N=[N+]=[N-])=O)=[CH:7]1)=[O:5])[CH3:2].[C:20]([OH:23])(=O)C.[NH2:24][CH:25]([C:29]([C:31]1[C:39]2[C:34](=[CH:35][CH:36]=[CH:37][CH:38]=2)[NH:33][CH:32]=1)=[O:30])[C:26]([NH2:28])=[O:27].C([N:42](C(C)C)C(C)C)C>C1C=CC=CC=1.C1COCC1>[C:26]([CH:25]([NH:24][C:20](=[O:23])[NH:42][C:8]1[C:9]2[C:14](=[CH:13][CH:12]=[CH:11][CH:10]=2)[N:6]([C:4]([O:3][CH2:1][CH3:2])=[O:5])[CH:7]=1)[C:29]([C:31]1[C:39]2[C:34](=[CH:35][CH:36]=[CH:37][CH:38]=2)[NH:33][CH:32]=1)=[O:30])(=[O:27])[NH2:28] |f:1.2|. Procedure details: A solution of 1.10 g (4.27 mmol) of 3-azidocarbonyi-indole-1-carboxylic acid ethyl ester (Suvorov et al. Khimiya Gereotsiklicheskikh Soedinenii, 8 (1975) 1099-1105) in 15 ml of absolute benzene was heated reflux for 6 hours under nitrogen. After cooling to room temperature the benzene solution was rapidly added to a freshly prepared suspension of 2.04 g (4.27 mmol) of the product of step c) and 0.55 g (4.27 mmol) of ethyldiisopropylamine in 20 ml of THF. The reactants are FC1=CC=C(C=C1)N1C(CC(C1)CO)=O (1-(4-fluorophenyl)-4-(hydroxymethyl)pyrrolidin-2-one), C1(=CC=CC=C1)P(C1=CC=CC=C1)C1=CC=CC=C1 (triphenylphosphine), C(Br)(Br)(Br)Br (carbon tetrabromide). Solvent: N1=CC=CC=C1 (pyridine). Yields the product BrCC1CC(N(C1)C1=CC=C(C=C1)F)=O (4-(bromomethyl)-1-(4-fluorophenyl)pyrrolidin-2-one). As a reaction SMILES: [F:1][C:2]1[CH:7]=[CH:6][C:5]([N:8]2[CH2:12][CH:11]([CH2:13]O)[CH2:10][C:9]2=[O:15])=[CH:4][CH:3]=1.C1(P(C2C=CC=CC=2)C2C=CC=CC=2)C=CC=CC=1.C(Br)(Br)(Br)[Br:36]>N1C=CC=CC=1>[Br:36][CH2:13][CH:11]1[CH2:12][N:8]([C:5]2[CH:6]=[CH:7][C:2]([F:1])=[CH:3][CH:4]=2)[C:9](=[O:15])[CH2:10]1. Reported procedure: To a cooled solution of 1-(4-fluorophenyl)-4-(hydroxymethyl)pyrrolidin-2-one (0.05 g, 0.25 mmol) in pyridine (3 ml) was added triphenylphosphine (0.130 g, 0.5 mmol). The solution was stirred and carbon tetrabromide (0.08 g, 0.25 mmol) was added in 3 separate portions. The reaction mixture was then allowed to warm to room temperature and stirred for three hours. The reaction was quenched with methanol and the solvent removed. The residue was dissolved in EtOAc (75 ml) and sequentially washed with... The reactants are COc1ccc(C(=O)c2c[nH]c3ccccc23)cc1, CC(=O)OC(C)=O, c1ccncc1. Product: COc1ccc(C(=O)c2cn(C(C)=O)c3ccccc23)cc1. As a reaction SMILES: [CH3:1][O:2][c:3]1[cH:4][cH:5][c:6]([C:7](=[O:8])[c:9]2[cH:10][nH:11][c:12]3[cH:13][cH:14][cH:15][cH:16][c:17]23)[cH:18][cH:19]1.[CH3:20][C:21](=[O:22])[O:23][C:24](=[O:25])[CH3:26].[cH:27]1[cH:28][cH:29][n:30][cH:31][cH:32]1>>[CH3:1][O:2][c:3]1[cH:4][cH:5][c:6]([C:7](=[O:8])[c:9]2[cH:10][n:11]([C:21]([CH3:20])=[O:22])[c:12]3[cH:13][cH:14][cH:15][cH:16][c:17]23)[cH:18][cH:19]1.